From a dataset of the Open Reaction Database (ORD), a public repository of structured organic reaction records. describe an organic reaction: reactants, conditions, products, and yield The reactants are COC1=NC(=CC(=N1)C(=O)OC)C (methyl 2-methoxy-6-methylpyrimidine-4-carboxylate), [OH-].[Na+] (sodium hydroxide). Solvent: CO (methanol), O (water). Yields the product COC1=NC(=CC(=N1)C(=O)O)C (2-methoxy-6-methylpyrimidine-4-carboxylic acid). The yield is 46.1%. RXN SMILES: [CH3:1][O:2][C:3]1[N:8]=[C:7]([C:9]([O:11]C)=[O:10])[CH:6]=[C:5]([CH3:13])[N:4]=1.[OH-].[Na+]>CO.O>[CH3:1][O:2][C:3]1[N:8]=[C:7]([C:9]([OH:11])=[O:10])[CH:6]=[C:5]([CH3:13])[N:4]=1 |f:1.2|. Procedure details: 15.5 g of methyl 2-methoxy-6-methylpyrimidine-4-carboxylate are added to a stirred solution of 3.6 g of sodium hydroxide in 100 ml of methanol and 10 ml of water. Stirring is continued at room temperature until the starting material disappears (TLC checking; 3 h). The methanol is distilled off under reduced pressure, the residue is taken up in water and the mixture is extracted once with ethyl acetate. The aqueous phase is acidified to pH 2 with conc. hydrochloric acid and then stirred for 1 h, ... Reactants: ClC1=C(CN2C(=CC3=CC(=CC=C23)O)C(=O)OCC)C=C2C(=C1)OCO2 (ethyl 1-(2-chloro-4,5-methylenedioxybenzyl)-5-hydroxyindole-2-carboxylate), [H-].[Na+] (sodium hydride), FC(C1=CC=C(CBr)C=C1)(F)F (4-trifluoromethylbenzyl bromide). The solvent is CN(C)C=O (DMF). Reaction conditions: time 15 minute. Product: ClC1=C(CN2C(=CC3=CC(=CC=C23)OCC2=CC=C(C=C2)C(F)(F)F)C(=O)OCC)C=C2C(=C1)OCO2 (ethyl 1-(2-chloro-4,5-methylenedioxybenzyl)-5-(4-trifluoromethylbenzyloxy)indole-2-carboxylate). The yield is 87.0%. As a reaction SMILES: [H-].[Na+].[Cl:3][C:4]1[CH:25]=[C:24]2[O:26][CH2:27][O:28][C:23]2=[CH:22][C:5]=1[CH2:6][N:7]1[C:15]2[C:10](=[CH:11][C:12]([OH:16])=[CH:13][CH:14]=2)[CH:9]=[C:8]1[C:17]([O:19][CH2:20][CH3:21])=[O:18].[F:29][C:30]([F:40])([F:39])[C:31]1[CH:38]=[CH:37][C:34]([CH2:35]Br)=[CH:33][CH:32]=1>CN(C=O)C>[Cl:3][C:4]1[CH:25]=[C:24]2[O:26][CH2:27][O:28][C:23]2=[CH:22][C:5]=1[CH2:6][N:7]1[C:15]2[C:10](=[CH:11][C:12]([O:16][CH2:35][C:34]3[CH:33]=[CH:32][C:31]([C:30]([F:29])([F:39])[F:40])=[CH:38][CH:37]=3)=[CH:13][CH:14]=2)[CH:9]=[C:8]1[C:17]([O:19][CH2:20][CH3:21])=[O:18] |f:0.1|. Procedure details: To a stirring suspension of sodium hydride (0.016 g, (60% in mineral oil), 0.402 mmol) in DMF (2 mL) was added ethyl 1-(2-chloro-4,5-methylenedioxybenzyl)-5-hydroxyindole-2-carboxylate (0.100 g, 0.268 mmol). After 15 minutes, 4-trifluoromethylbenzyl bromide (0.096 g, 0.402 mmol) was added. After 1.5 hours, the mixture was partitioned between water and ethyl acetate. The organic layer was washed with water and saturated brine, dried (MgSO4), filtered and concentrated to a residue that was purifie... Starting materials: Clc1ccc2ccccc2n1, Cl, COc1ccccc1N1CCN(CCN)CC1. Yields the product COc1ccccc1N1CCN(CCNc2ccc3ccccc3n2)CC1. RXN SMILES: [Cl:18][c:19]1[n:20][c:21]2[cH:22][cH:23][cH:24][cH:25][c:26]2[cH:27][cH:28]1.[ClH:29].[NH2:1][CH2:2][CH2:3][N:4]1[CH2:5][CH2:6][N:7]([c:10]2[c:11]([O:16][CH3:17])[cH:12][cH:13][cH:14][cH:15]2)[CH2:8][CH2:9]1>>[NH:1]([CH2:2][CH2:3][N:4]1[CH2:5][CH2:6][N:7]([c:10]2[c:11]([O:16][CH3:17])[cH:12][cH:13][cH:14][cH:15]2)[CH2:8][CH2:9]1)[c:19]1[n:20][c:21]2[cH:22][cH:23][cH:24][cH:25][c:26]2[cH:27][cH:28]1. Yields the product CCOC(=O)c1ccc(CC(=O)NC(CC(C)C)c2ccccc2N2CCCCC2)cc1OCC. RXN SMILES: [CH2:1]([CH3:2])[O:3][c:4]1[cH:5][c:6]([CH2:15][C:16](=[O:17])[OH:18])[cH:7][cH:8][c:9]1[C:10](=[O:11])[O:12][CH2:13][CH3:14].[CH3:28][CH:29]([CH2:30][CH:31]([c:32]1[c:33]([N:38]2[CH2:39][CH2:40][CH2:41][CH2:42][CH2:43]2)[cH:34][cH:35][cH:36][cH:37]1)[NH2:44])[CH3:45].[CH3:46][c:47]1[cH:48][cH:49][cH:50][cH:51][cH:52]1.[OH:19][B:20]([c:21]1[cH:22][cH:23][cH:24][cH:25][cH:26]1)[OH:27]>>[CH2:1]([CH3:2])[O:3][c:4]1[cH:5][c:6]([CH2:15][C:16](=[O:18])[NH:44][CH:31]([CH2:30][CH:29]([CH3:28])[CH3:45])[c:32]2[c:33]([N:38]3[CH2:39][CH2:40][CH2:41][CH2:42][CH2:43]3)[cH:34][cH:35][cH:36][cH:37]2)[cH:7][cH:8][c:9]1[C:10](=[O:11])[O:12][CH2:13][CH3:14]. Reactants: CCOC(=O)c1ccc(CC(=O)O)cc1OCC, CC(C)CC(N)c1ccccc1N1CCCCC1, Cc1ccccc1, OB(O)c1ccccc1. Reactants: OC(CN1CCCN2C1=NC(=C(C2=O)C2=CC(=CC=C2)C(F)(F)F)C2=CC=NC=C2)CC2=CC=CC=C2 (9-(2-hydroxy-3-phenyl-propyl)-2-pyridin-4-yl-3-(3-trifluoromethyl-phenyl)-6,7,8,9-tetrahydro-pyrimido[1,2-a]pyrimidin-4-one), CC(=O)OI1(C=2C=CC=CC2C(=O)O1)(OC(=O)C)OC(=O)C (Dess Martin Periodinane). The solvent is C(Cl)Cl (CH2Cl2). Run at time 5 hour. Yields the product O=C(CN1CCCN2C1=NC(=C(C2=O)C2=CC(=CC=C2)C(F)(F)F)C2=CC=NC=C2)CC2=CC=CC=C2 (9-(2-Oxo-3-phenyl-propyl)-2-pyridin-4-yl-3-(3-trifluoromethyl-phenyl)-6,7,8,9-tetrahydro-pyrimido[1,2-a]pyrimidin-4-one). Reaction SMILES: [OH:1][CH:2]([CH2:31][C:32]1[CH:37]=[CH:36][CH:35]=[CH:34][CH:33]=1)[CH2:3][N:4]1[C:9]2=[N:10][C:11]([C:25]3[CH:30]=[CH:29][N:28]=[CH:27][CH:26]=3)=[C:12]([C:15]3[CH:20]=[CH:19][CH:18]=[C:17]([C:21]([F:24])([F:23])[F:22])[CH:16]=3)[C:13](=[O:14])[N:8]2[CH2:7][CH2:6][CH2:5]1.CC(OI1(OC(C)=O)(OC(C)=O)OC(=O)C2C=CC=CC1=2)=O>C(Cl)Cl>[O:1]=[C:2]([CH2:31][C:32]1[CH:33]=[CH:34][CH:35]=[CH:36][CH:37]=1)[CH2:3][N:4]1[C:9]2=[N:10][C:11]([C:25]3[CH:30]=[CH:29][N:28]=[CH:27][CH:26]=3)=[C:12]([C:15]3[CH:20]=[CH:19][CH:18]=[C:17]([C:21]([F:24])([F:23])[F:22])[CH:16]=3)[C:13](=[O:14])[N:8]2[CH2:7][CH2:6][CH2:5]1. Procedure details: A solution of 9-(2-hydroxy-3-phenyl-propyl)-2-pyridin-4-yl-3-(3-trifluoromethyl-phenyl)-6,7,8,9-tetrahydro-pyrimido[1,2-a]pyrimidin-4-one (50 mg, 0.1 mmol) in CH2Cl2 (5 mL) was treated with the Dess Martin Periodinane (450 mg, 1.1 mmol). After the mixture was stirred at room temperature for 5 hr, the mixture was washed with NaHCO3 (aq). The organic residue was loaded to a silica column and eluted with 0-4% (2N NH3-MeOH)/CH2Cl2. The product (4) was collected as a yellow solid (35 mg, 70%). M+1 50... Reactants: C(C)(=O)NC1=NC(=C2NC=NC2=N1)Cl (2-acetamido-6-chloropurine), C(C)(=O)O[C@H]1[C@@H](O[C@@H]([C@H]1OC(C)=O)COC(C)=O)C1=NC=C2NC=NC2=N1 (2,3,5-tri-O-acetyl-β-D-ribofuranosylpurine), N (ammonia). Reagents/catalysts: Cl[Hg] (chloromercury). Product: NC1=NC(=C2N=CN(C2=N1)[C@H]1[C@H](O)[C@@H](O)[C@H](O1)CO)Cl (2-amino-6-chloro-9-(β-D-xylofuranosyl)purine). RXN SMILES: C([NH:4][C:5]1[N:13]=[C:12]2[C:8]([NH:9][CH:10]=[N:11]2)=[C:7]([Cl:14])[N:6]=1)(=O)C.C([O:18][C@@H:19]1[C@H:23]([O:24]C(=O)C)[C@@H:22]([CH2:28][O:29]C(=O)C)[O:21][C@H:20]1C1N=C2C(NC=N2)=CN=1)(=O)C.N>Cl[Hg]>[NH2:4][C:5]1[N:13]=[C:12]2[C:8]([N:9]=[CH:10][N:11]2[C@@H:20]2[O:21][C@H:22]([CH2:28][OH:29])[C@H:23]([OH:24])[C@H:19]2[OH:18])=[C:7]([Cl:14])[N:6]=1. Procedure: The chloromercury derivative of 2-acetamido-6-chloropurine is condensed with 2,3,5-tri-O-acetyl-β-D-ribofuranosylpurine utilizing the method of Lee et. al. (1971), J. Med. Chem., 14:819. The condensation product was treated with ammonia to yield 2-amino-6-chloro-9-(β-D-xylofuranosyl)purine. Further treatment with sodium hydroxyethylmercaptide gives the title compound. The product is Cc1ccc(S(=O)(=O)n2ccc3c(-c4c(C)nc5ccc(Cl)nn45)ccnc32)cc1. Reaction SMILES: [C:41](=[O:42])([O-:43])[O-:44].[CH3:13][c:14]1[cH:15][cH:16][c:17]([S:20](=[O:21])(=[O:22])[n:23]2[cH:24][cH:25][c:26]3[c:27]2[n:28][cH:29][cH:30][c:31]3[B:32]2[O:33][C:34]([CH3:35])([CH3:36])[C:37]([CH3:38])([CH3:39])[O:40]2)[cH:18][cH:19]1.[Cl:1][c:2]1[cH:3][cH:4][c:5]2[n:6]([n:7]1)[c:8]([I:12])[c:9]([CH3:11])[n:10]2.[Cl:53][CH2:54][Cl:55].[Cs+:45].[Cs+:46].[O:47]1[CH2:48][CH2:49][CH2:50][CH2:51]1.[OH2:52]>>[Cl:1][c:2]1[cH:3][cH:4][c:5]2[n:6]([n:7]1)[c:8](-[c:31]1[c:26]3[cH:25][cH:24][n:23]([S:20]([c:17]4[cH:16][cH:15][c:14]([CH3:13])[cH:19][cH:18]4)(=[O:21])=[O:22])[c:27]3[n:28][cH:29][cH:30]1)[c:9]([CH3:11])[n:10]2. Reactants: O=C([O-])[O-], Cc1ccc(S(=O)(=O)n2ccc3c(B4OC(C)(C)C(C)(C)O4)ccnc32)cc1, Cc1nc2ccc(Cl)nn2c1I, ClCCl, [Cs+], [Cs+], C1CCOC1, O.